Dataset: the Open Reaction Database (ORD), a public repository of structured organic reaction records. Task: describe an organic reaction: reactants, conditions, products, and yield Reactants: ClC1=CC=C2C(=C1)NC(C21C(NC(CC1C1=C(C=CC(=C1)Cl)OCC(=O)OC)=O)C(=C)C)=O (Racemic (2′R,3R,4′S)-6-chloro-4′-(5-chloro-2-methoxycarbonylmethoxy-phenyl)-2′-isopropenylspiro[3H-indole-3,3′-piperidine]-2,6′(1H)-dione), [OH-].[Na+] (NaOH). The solvent is C1CCOC1 (THF). Product: ClC1=CC=C2C(=C1)NC(C21C(NC(CC1C1=C(C=CC(=C1)Cl)OCC(=O)O)=O)C(=C)C)=O (racemic (2′R,3R,4′S)-6-chloro-4′-(5-chloro-2-hydroxycarbonylmethoxy-phenyl)-2′-isopropenylspiro[3H-indole-3,3′-piperidine]-2,6′(1H)-dione). The yield is 18.0%. RXN SMILES: [Cl:1][C:2]1[CH:7]=[C:6]2[NH:8][C:9](=[O:33])[C:10]3([CH:15]([C:16]4[CH:21]=[C:20]([Cl:22])[CH:19]=[CH:18][C:17]=4[O:23][CH2:24][C:25]([O:27]C)=[O:26])[CH2:14][C:13](=[O:29])[NH:12][CH:11]3[C:30]([CH3:32])=[CH2:31])[C:5]2=[CH:4][CH:3]=1.[OH-].[Na+]>C1COCC1>[Cl:1][C:2]1[CH:7]=[C:6]2[NH:8][C:9](=[O:33])[C:10]3([CH:15]([C:16]4[CH:21]=[C:20]([Cl:22])[CH:19]=[CH:18][C:17]=4[O:23][CH2:24][C:25]([OH:27])=[O:26])[CH2:14][C:13](=[O:29])[NH:12][CH:11]3[C:30]([CH3:32])=[CH2:31])[C:5]2=[CH:4][CH:3]=1 |f:1.2|. Reported procedure: Racemic (2′R,3R,4′S)-6-chloro-4′-(5-chloro-2-methoxycarbonylmethoxy-phenyl)-2′-isopropenylspiro[3H-indole-3,3′-piperidine]-2,6′(1H)-dione (80 mg, 0.164 mmol) was dissolved in THF (10 mL). Then aqueous solution (1 mL) of NaOH (20 mg) was added. The mixture was refluxed for 1 h. After cooled to room temperature, the solution was concentrated and acidified to “pH” 2-3. The mixture was extracted with ethyl acetate. The organic layer was separated, dried and concentrated. The crude product (50 mg) wa... Reactants: C(C(=O)Cl)(=O)Cl (oxalyl chloride), BrC=1C=CC(=C(C(=O)O)C1)Cl (5-bromo-2-chloro-benzoic acid), CO (methanol). The reagents and catalysts are CN(C=O)C (N,N-dimethylformamide). Run in ClCCl (dichloromethane), ClCCl (dichloromethane). Conditions: time 30 minute. Yields the product BrC=1C=CC(=C(C(=O)OC)C1)Cl (methyl 5-bromo-2-chloro-benzoate). The yield is 91.0%. RXN SMILES: [Br:1][C:2]1[CH:3]=[CH:4][C:5]([Cl:11])=[C:6]([CH:10]=1)[C:7]([OH:9])=[O:8].[C:12](Cl)(=O)C(Cl)=O.CO>ClCCl.CN(C)C=O>[Br:1][C:2]1[CH:3]=[CH:4][C:5]([Cl:11])=[C:6]([CH:10]=1)[C:7]([O:9][CH3:12])=[O:8]. Procedure details: To a suspension of 5-bromo-2-chloro-benzoic acid (2.5 g, 10.6 mmol) in dichloromethane (50 ml) was added a solution of oxalyl chloride in dichloromethane (2 M, 6 ml, 12 mmol) followed by N,N-dimethylformamide (5 drops). After stirring for 30 minutes, methanol (10 ml) was added and the mixture was stirred for 20 hours. The mixture was concentrated under reduced pressure and partitioned between ethyl acetate (150 ml) and saturated aqueous potassium carbonate solution (100 ml). The organic layer wa... The reactants are B, C1CCOC1, CCCN(CC1CCC(CC(=O)O)CC1)c1ccc(OC(F)(F)F)cc1CN1C(=O)OC(c2cc(C(F)(F)F)cc(C(F)(F)F)c2)C1C. The product is CCCN(CC1CCC(CCO)CC1)c1ccc(OC(F)(F)F)cc1CN1C(=O)OC(c2cc(C(F)(F)F)cc(C(F)(F)F)c2)C1C. RXN SMILES: [BH3:49].[CH2:50]1[O:51][CH2:52][CH2:53][CH2:54]1.[F:1][C:2]([c:3]1[cH:4][c:5]([CH:13]2[CH:14]([CH3:46])[N:15]([CH2:19][c:20]3[c:21]([N:31]([CH2:32][CH2:33][CH3:34])[CH2:35][CH:36]4[CH2:37][CH2:38][CH:39]([CH2:42][C:43](=[O:44])[OH:45])[CH2:40][CH2:41]4)[cH:22][cH:23][c:24]([O:26][C:27]([F:28])([F:29])[F:30])[cH:25]3)[C:16](=[O:18])[O:17]2)[cH:6][c:7]([C:9]([F:10])([F:11])[F:12])[cH:8]1)([F:47])[F:48]>>[F:1][C:2]([c:3]1[cH:4][c:5]([CH:13]2[CH:14]([CH3:46])[N:15]([CH2:19][c:20]3[c:21]([N:31]([CH2:32][CH2:33][CH3:34])[CH2:35][CH:36]4[CH2:37][CH2:38][CH:39]([CH2:42][CH2:43][OH:44])[CH2:40][CH2:41]4)[cH:22][cH:23][c:24]([O:26][C:27]([F:28])([F:29])[F:30])[cH:25]3)[C:16](=[O:18])[O:17]2)[cH:6][c:7]([C:9]([F:10])([F:11])[F:12])[cH:8]1)([F:47])[F:48]. Run at time 3 hour. Starting materials: Cl (hydrochloric acid), C(CCCC#CCC#CCC#CCC#CCCCCCC)(=O)O (Heneicosa-5,8,11,14-tetraynoic acid), S(=O)(Cl)Cl (thionyl chloride), CN(C=O)C (dimethylformamide). Yields the product C(CCCC#CCC#CCC#CCC#CCCCCCC)(=O)NO (Heneicosa-5,8,11,14-tetraynoylhydroxylamine). Solvent: CCOCC (ether), C(Cl)Cl (methylene chloride), C(Cl)Cl (methylene chloride). RXN SMILES: [C:1](O)(=O)[CH2:2][CH2:3][CH2:4][C:5]#[C:6][CH2:7][C:8]#[C:9][CH2:10][C:11]#[C:12][CH2:13][C:14]#[C:15][CH2:16][CH2:17][CH2:18][CH2:19][CH2:20]C.S(Cl)(Cl)=[O:25].C[N:29](C)[CH:30]=[O:31].Cl>C(Cl)Cl.CCOCC>[C:30]([NH:29][OH:25])(=[O:31])[CH2:20][CH2:19][CH2:18][C:17]#[C:16][CH2:15][C:14]#[C:13][CH2:12][C:11]#[C:10][CH2:9][C:8]#[C:7][CH2:6][CH2:5][CH2:4][CH2:3][CH2:2][CH3:1]. Procedure: Heneicosa-5,8,11,14-tetraynoic acid (130 mg) was dissolved in methylene chloride (3 ml) and a solution of thionyl chloride (104 mg) and dimethylformamide (5 mg) in methylene chloride (2.6 ml) was added. After 3 hours at 25° C., the solution was evaporated. To the residue was added a solution of hydroxylamine hydrochloride (58 mg) and sodium bicarbonate (70 mg) in water (0.4 ml) and methanol (0.4 ml) to which had been added normal aqueous potassium hydroxide sufficient to obtain a pH of 9. After ... Reactants: CC(C)(C)OC(=O)CO, COC(=O)Nc1nc2ccccc2n1C(=O)O, Cc1ccc(S(=O)(=O)O)cc1, c1ccccc1. Yields the product O=C(O)CO, COC(=O)Nc1nc2ccccc2n1C(=O)O. As a reaction SMILES: [C:18]([CH2:19][OH:20])(=[O:21])[O:22][C:23]([CH3:24])([CH3:25])[CH3:26].[CH3:1][O:2][C:3](=[O:4])[NH:5][c:6]1[n:7][c:8]2[c:9]([n:10]1[C:11](=[O:12])[OH:13])[cH:14][cH:15][cH:16][cH:17]2.[c:27]1([CH3:28])[cH:29][cH:30][c:31]([S:32]([OH:33])(=[O:34])=[O:35])[cH:36][cH:37]1.[cH:38]1[cH:39][cH:40][cH:41][cH:42][cH:43]1>>[C:18]([CH2:19][OH:20])(=[O:21])[OH:22].[CH3:1][O:2][C:3](=[O:4])[NH:5][c:6]1[n:7][c:8]2[c:9]([n:10]1[C:11](=[O:12])[OH:13])[cH:14][cH:15][cH:16][cH:17]2.